From a dataset of the Open Reaction Database (ORD), a public repository of structured organic reaction records. describe an organic reaction: reactants, conditions, products, and yield The reactants are BrBr, ClCCl, COc1ccc2nc(Cl)ccc2c1. The product is COc1ccc2nc(Cl)ccc2c1Br. RXN SMILES: [Br:14][Br:15].[Cl:16][CH2:17][Cl:18].[Cl:1][c:2]1[n:3][c:4]2[cH:5][cH:6][c:7]([O:12][CH3:13])[cH:8][c:9]2[cH:10][cH:11]1>>[Cl:1][c:2]1[n:3][c:4]2[cH:5][cH:6][c:7]([O:12][CH3:13])[c:8]([Br:14])[c:9]2[cH:10][cH:11]1. Reactants: Cc1c(OCC2CCCN2C(=O)OC(C)(C)C)cccc1[N+](=O)[O-], CCO. Product: Cc1c(N)cccc1OCC1CCCN1C(=O)OC(C)(C)C. Reaction SMILES: [CH3:1][c:2]1[c:3]([O:4][CH2:5][CH:6]2[N:7]([C:11](=[O:12])[O:13][C:14]([CH3:15])([CH3:16])[CH3:17])[CH2:8][CH2:9][CH2:10]2)[cH:18][cH:19][cH:20][c:21]1[N+:22]([O-:23])=[O:24].[CH3:25][CH2:26][OH:27]>>[CH3:1][c:2]1[c:3]([O:4][CH2:5][CH:6]2[N:7]([C:11](=[O:12])[O:13][C:14]([CH3:15])([CH3:16])[CH3:17])[CH2:8][CH2:9][CH2:10]2)[cH:18][cH:19][cH:20][c:21]1[NH2:22]. Reactants: ClC1=NC(=CC(=N1)NC(C)(C)C)Cl (2,6-dichloro-4-(1,1-dimethylethylamino)pyrimidine). Run in NC(C)(C)C (1-amino-1,1-dimethylethane). The product is ClC1=CC(=NC(=N1)NC(C)(C)C)NC(C)(C)C (6-chloro-2,4-bis(1,1-dimethylethylamino) pyrimidine). As a reaction SMILES: Cl[C:2]1[N:7]=[C:6]([NH:8][C:9]([CH3:12])([CH3:11])[CH3:10])[CH:5]=[C:4]([Cl:13])[N:3]=1>NC(C)(C)C>[Cl:13][C:4]1[N:3]=[C:2]([NH:8][C:9]([CH3:12])([CH3:11])[CH3:10])[N:7]=[C:6]([NH:8][C:9]([CH3:12])([CH3:11])[CH3:10])[CH:5]=1. Procedure: A solution of 10 g of 2,6-dichloro-4-(1,1-dimethylethylamino)pyrimidine in 50 ml of 1-amino-1,1-dimethylethane is heated in a closed tube at 130° C. for 15 hours. Thereafter, the reaction mixture is evaporated and the residue is distributed between 150 ml of chloroform and 30 ml of 10% sodium hydroxide solution. After separation the organic phase is washed 4 times with 10 ml of water each, then dried and evaporated. The evaporation residue is subjected to chromatography on a silica gel column by... Reactants: CCN(CC)CCCCl, O=S(=O)(c1ccc(O)cc1)c1c(Cc2cccc(C(F)(F)F)c2)oc2ccccc12. Yields the product CCN(CC)CCCOc1ccc(S(=O)(=O)c2c(Cc3cccc(C(F)(F)F)c3)oc3ccccc23)cc1. Reaction SMILES: [CH2:31]([CH3:32])[N:33]([CH2:34][CH2:35][CH2:36][Cl:37])[CH2:38][CH3:39].[OH:1][c:2]1[cH:3][cH:4][c:5]([S:8](=[O:9])(=[O:10])[c:11]2[c:12]([CH2:20][c:21]3[cH:22][c:23]([C:27]([F:28])([F:29])[F:30])[cH:24][cH:25][cH:26]3)[o:13][c:14]3[c:15]2[cH:16][cH:17][cH:18][cH:19]3)[cH:6][cH:7]1>>[O:1]([c:2]1[cH:3][cH:4][c:5]([S:8](=[O:9])(=[O:10])[c:11]2[c:12]([CH2:20][c:21]3[cH:22][c:23]([C:27]([F:28])([F:29])[F:30])[cH:24][cH:25][cH:26]3)[o:13][c:14]3[c:15]2[cH:16][cH:17][cH:18][cH:19]3)[cH:6][cH:7]1)[CH2:36][CH2:35][CH2:34][N:33]([CH2:31][CH3:32])[CH2:38][CH3:39]. Reactants: ClC1=CC(=C(C=C1)C(CC(=O)C=1C=CC(N(C1)C)=O)C1=CC=C(C=C1)O)C (5-[3-(4-Chloro-2-methyl-phenyl)-3-(4-hydroxy-phenyl)-propionyl]-1-methyl-1H-pyridin-2-one), ClC1=C(C=C(C=C1)B(O)O)C(=O)OCC (4-chloro-3-ethoxycarbonylphenylboronic acid), N1=CC=CC=C1 (pyridine). The reagents and catalysts are C(C)(=O)[O-].[Cu+2].C(C)(=O)[O-] (copper(II) acetate). Run in ClCCl (dichloromethane). Product: C(C)OC(C1=C(C=CC(=C1)OC1=CC=C(C=C1)C(CC(=O)C1=CN(C(C=C1)=O)C)C1=C(C=C(C=C1)Cl)C)Cl)=O (2-Chloro-5-{4-[1-(4-chloro-2-methyl-phenyl)-3-(1-methyl-6-oxo-1,6-dihydro-pyridin-3-yl)-3-oxo-propyl]-phenoxy}-benzoic acid ethyl ester). As a reaction SMILES: [Cl:1][C:2]1[CH:7]=[CH:6][C:5]([CH:8]([C:20]2[CH:25]=[CH:24][C:23]([OH:26])=[CH:22][CH:21]=2)[CH2:9][C:10]([C:12]2[CH:13]=[CH:14][C:15](=[O:19])[N:16]([CH3:18])[CH:17]=2)=[O:11])=[C:4]([CH3:27])[CH:3]=1.[Cl:28][C:29]1[CH:34]=[CH:33][C:32](B(O)O)=[CH:31][C:30]=1[C:38]([O:40][CH2:41][CH3:42])=[O:39].N1C=CC=CC=1>ClCCl.C([O-])(=O)C.[Cu+2].C([O-])(=O)C>[CH2:41]([O:40][C:38](=[O:39])[C:30]1[CH:31]=[C:32]([O:26][C:23]2[CH:22]=[CH:21][C:20]([CH:8]([C:5]3[CH:6]=[CH:7][C:2]([Cl:1])=[CH:3][C:4]=3[CH3:27])[CH2:9][C:10]([C:12]3[CH:13]=[CH:14][C:15](=[O:19])[N:16]([CH3:18])[CH:17]=3)=[O:11])=[CH:25][CH:24]=2)[CH:33]=[CH:34][C:29]=1[Cl:28])[CH3:42] |f:4.5.6|. Reported procedure: In analogy to example 222, step 1, 5-[3-(4-chloro-2-methyl-phenyl)-3-(4-hydroxy-phenyl)-propionyl]-1-methyl-1H-pyridin-2-one (example 346, step 1) was reacted with 4-chloro-3-ethoxycarbonylphenylboronic acid in dichloromethane in the presence of copper(II) acetate, pyridine and air to give the title compound as a colourless solid, MS (ESI+): m/z=564.2 [M+H]+.